Dataset: the Open Reaction Database (ORD), a public repository of structured organic reaction records. Task: describe an organic reaction: reactants, conditions, products, and yield Reactants: CCOC(=O)C1(NC(=O)c2ccc(C)cc2Br)Cc2ccccc2C1, CCO, [K+], [OH-], O. Yields the product Cc1ccc(C(=O)NC2(C(=O)O)Cc3ccccc3C2)c(Br)c1. As a reaction SMILES: [CH2:1]([CH3:2])[O:3][C:4](=[O:5])[C:6]1([NH:15][C:16]([c:17]2[c:18]([Br:24])[cH:19][c:20]([CH3:23])[cH:21][cH:22]2)=[O:25])[CH2:7][c:8]2[cH:9][cH:10][cH:11][cH:12][c:13]2[CH2:14]1.[CH3:29][CH2:30][OH:31].[K+:27].[OH-:26].[OH2:28]>>[O:3]=[C:4]([OH:5])[C:6]1([NH:15][C:16]([c:17]2[c:18]([Br:24])[cH:19][c:20]([CH3:23])[cH:21][cH:22]2)=[O:25])[CH2:7][c:8]2[cH:9][cH:10][cH:11][cH:12][c:13]2[CH2:14]1.